From a dataset of the Open Reaction Database (ORD), a public repository of structured organic reaction records. describe an organic reaction: reactants, conditions, products, and yield Starting materials: OCC(CO)(CO)CO (pentaerythritol), ClC1=C(C(=C(C(=C1O)Cl)Cl)Cl)Cl (pentachlorophenol), [Al] (aluminum), C1(=CC=CC=C1)OP(OC1=CC=CC=C1)OC1=CC=CC=C1 (triphenylphosphite), C1CO1 (ethylene oxide), C1CO1 (ethylene oxide). The reagents and catalysts are [Fe] (iron). Solvent: C(C)N(CC)CC (triethylamine). Run at temperature 135 celsius, time 2 hour. Yields the product OCC(CO)(CO)CO.C1(=CC=CC=C1)OP(OC1=CC=CC=C1)OC1=CC=CC=C1.ClC1=C(C(=C(C(=C1O)Cl)Cl)Cl)Cl.C1CO1 (Pentaerythritol - Triphenylphosphite Pentachlorophenol Ethylene Oxide). Reaction SMILES: [OH:1][CH2:2][C:3]([CH2:8][OH:9])([CH2:6][OH:7])[CH2:4][OH:5].[Cl:10][C:11]1[C:16]([OH:17])=[C:15]([Cl:18])[C:14]([Cl:19])=[C:13]([Cl:20])[C:12]=1[Cl:21].[Al].[C:23]1([O:29][P:30]([O:38][C:39]2[CH:44]=[CH:43][CH:42]=[CH:41][CH:40]=2)[O:31][C:32]2[CH:37]=[CH:36][CH:35]=[CH:34][CH:33]=2)[CH:28]=[CH:27][CH:26]=[CH:25][CH:24]=1.[CH2:45]1[O:47][CH2:46]1>[Fe].C(N(CC)CC)C>[OH:1][CH2:2][C:3]([CH2:8][OH:9])([CH2:6][OH:7])[CH2:4][OH:5].[C:39]1([O:38][P:30]([O:31][C:32]2[CH:37]=[CH:36][CH:35]=[CH:34][CH:33]=2)[O:29][C:23]2[CH:28]=[CH:27][CH:26]=[CH:25][CH:24]=2)[CH:44]=[CH:43][CH:42]=[CH:41][CH:40]=1.[Cl:10][C:11]1[C:16]([OH:17])=[C:15]([Cl:18])[C:14]([Cl:19])=[C:13]([Cl:20])[C:12]=1[Cl:21].[CH2:46]1[O:47][CH2:45]1 |f:7.8.9.10|. Reported procedure: A 1-gallon autoclave was charged with 478 grams of pentaerythritol and 1357 grams of pentachlorophenol containing about 750 ppm of aluminum and iron compounds and 442 grams of triphenylphosphite. After heating to 135°C. 870 grams of ethylene oxide was added at temperatures of up to 150°C. The mixture was reacted for about an hour and then, after cooling to 50°C., 30 grams of triethylamine was added followed by the addition of 345 grams more of ethylene oxide at up to 125°C. After reacting for ap...